Dataset: the Open Reaction Database (ORD), a public repository of structured organic reaction records. Task: describe an organic reaction: reactants, conditions, products, and yield Starting materials: O=C(n1ccnc1)n1ccnc1, CCN(C(C)C)C(C)C, COC(=O)NCCOC(c1cccc(Cl)c1)C1CCCNC1, ClCCl, O=C(O)C(F)(F)F, CN(CC(N)CC1CCCOC1)C(=O)OCC[Si](C)(C)C. The product is COC(=O)NCCOC(c1cccc(Cl)c1)C1CCCN(C(=O)NC(CC2CCCOC2)CN(C)C(=O)OCC[Si](C)(C)C)C1. Reaction SMILES: [C:31](=[O:32])([n:33]1[cH:34][cH:35][n:36][cH:37]1)[n:38]1[cH:39][cH:40][n:41][cH:42]1.[CH:22]([N:23]([CH2:24][CH3:25])[CH:26]([CH3:27])[CH3:28])([CH3:29])[CH3:30].[Cl:43][c:44]1[cH:45][c:46]([CH:50]([O:51][CH2:52][CH2:53][NH:54][C:55]([O:56][CH3:57])=[O:58])[CH:59]2[CH2:60][NH:61][CH2:62][CH2:63][CH2:64]2)[cH:47][cH:48][cH:49]1.[Cl:72][CH2:73][Cl:74].[F:65][C:66]([F:67])([F:68])[C:69]([OH:70])=[O:71].[NH2:1][CH:2]([CH2:3][N:4]([C:5]([O:6][CH2:7][CH2:8][Si:9]([CH3:10])([CH3:11])[CH3:12])=[O:13])[CH3:14])[CH2:15][CH:16]1[CH2:17][O:18][CH2:19][CH2:20][CH2:21]1>>[NH:1]([CH:2]([CH2:3][N:4]([C:5]([O:6][CH2:7][CH2:8][Si:9]([CH3:10])([CH3:11])[CH3:12])=[O:13])[CH3:14])[CH2:15][CH:16]1[CH2:17][O:18][CH2:19][CH2:20][CH2:21]1)[C:31](=[O:32])[N:61]1[CH2:60][CH:59]([CH:50]([c:46]2[cH:45][c:44]([Cl:43])[cH:49][cH:48][cH:47]2)[O:51][CH2:52][CH2:53][NH:54][C:55]([O:56][CH3:57])=[O:58])[CH2:64][CH2:63][CH2:62]1.